Dataset: the Open Reaction Database (ORD), a public repository of structured organic reaction records. Task: describe an organic reaction: reactants, conditions, products, and yield Starting materials: Cl.CN(CCCN=C=NCC)C (1-(3-dimethylaminopropyl)-3-ethylcarbodiimide hydrochloride), ClC=1C=C2C=3C=CN=CC3NC2=C(C1SC)N (6-chloro-7-methylsulfanyl-9H-β-carbolin-8-ylamine), ClC=1C=C2C=3C=CN=CC3NC2=C(C1SC)N (6-chloro-7-methylsulfanyl-9H-β-carbolin-8-ylamine), CC1=C(C(=O)O)C=CC=N1 (2-methylnicotinic acid), O (H2O). Solvent: N1=CC=CC=C1 (pyridine), CO (MeOH). Reaction conditions: temperature 100 celsius, time 18 hour. Yields the product ClC=1C=C2C=3C=CN=CC3NC2=C(C1SC)NC(C1=C(N=CC=C1)C)=O (N-(6-chloro-7-methylsulfanyl-9H-β-carbolin-8-yl)-2-methyl-nicotinamide). The yield is 89.5%. RXN SMILES: [Cl:1][C:2]1[CH:3]=[C:4]2[C:12](=[C:13]([NH2:17])[C:14]=1[S:15][CH3:16])[NH:11][C:10]1[CH:9]=[N:8][CH:7]=[CH:6][C:5]2=1.[CH3:18][C:19]1[N:27]=[CH:26][CH:25]=[CH:24][C:20]=1[C:21](O)=[O:22].Cl.CN(C)CCCN=C=NCC.O>N1C=CC=CC=1.CO>[Cl:1][C:2]1[CH:3]=[C:4]2[C:12](=[C:13]([NH:17][C:21](=[O:22])[C:20]3[CH:24]=[CH:25][CH:26]=[N:27][C:19]=3[CH3:18])[C:14]=1[S:15][CH3:16])[NH:11][C:10]1[CH:9]=[N:8][CH:7]=[CH:6][C:5]2=1 |f:2.3|. Procedure details: A 250 ml round-bottom flask with magnetic stirrer was charged with 6-chloro-7-methylsulfanyl-9H-β-carbolin-8-ylamine (Intermediate 28, 2.336 g, 8.86 mmol) and 2-methylnicotinic acid (3.219 g, 23.4 mmol) in 80 ml anhydrous pyridine. To the resulting reaction mixture at RT was added solid 1-(3-dimethylaminopropyl)-3-ethylcarbodiimide hydrochloride (7.080 g, 36.9 mmol) and the reaction mixture was heated to 100° C. (oil bath) for 2 days. The resulting mixture was cooled to RT and concentrated (rota... Starting materials: C(C)C(CC)NC1=C(C(=O)OCC)C=CC=N1 (ethyl 2-[(1-ethylpropyl)amino]nicotinate), C(C)C(CNC1=C(C(=O)OCC)C=CC=N1)CC (ethyl 2-[(2-ethylbutyl)amino]nicotinate). The product is C(C)C(CC)N1C(OC(C2=C1N=CC=C2)=O)=O (1-(1-ethylpropyl)-2H-pyrido[2,3-d][1,3]oxazine-2,4(1H)-dione). As a reaction SMILES: [CH2:1]([CH:3]([NH:6][C:7]1[N:17]=[CH:16][CH:15]=[CH:14][C:8]=1[C:9]([O:11][CH2:12]C)=[O:10])[CH2:4][CH3:5])[CH3:2].C(C(CC)CNC1N=CC=CC=1C(OCC)=[O:26])C>>[CH2:1]([CH:3]([N:6]1[C:7]2[N:17]=[CH:16][CH:15]=[CH:14][C:8]=2[C:9](=[O:10])[O:11][C:12]1=[O:26])[CH2:4][CH3:5])[CH3:2]. Procedure: The title compound was prepared according to the procedure of Example 3B substituting the product of Example 64A for the product of Example 3A (0.120 g, 57%). MS (ESI+) m/z 223.1 (M+H)+; 1H NMR (300 MHz, CDCl3) δ 0.87 (t, J=7.54 Hz, 6H), 1.88 (m, 2H), 2.21 (s, 2H), 5.43 (s, 1H), 7.24 (dd, J=6.99, 4.04 Hz, 1H), 8.42 (dd, J=7.72, 1.84 Hz, 1H), 8.68 (dd, J=4.78, 1.84 Hz, 1H).